From a dataset of the Open Reaction Database (ORD), a public repository of structured organic reaction records. describe an organic reaction: reactants, conditions, products, and yield The reactants are [N+](=O)([O-])C=1C=C2C(C(NC2=CC1)=O)=O (5-nitro-1H-indole-2,3-dione), C1=CC(=CC=C1NN)S(=O)(=O)N.Cl (4-sulfonamidophenylhydrazine hydrochloride). The product is [N+](=O)([O-])C=1C=C2C(C(NC2=CC1)=O)=NNC1=CC=C(C=C1)S(=O)(=O)N (4-[N′-(5-Nitro-2-oxo-1,2-dihydro-indol-3-ylidene)-hydrazino]-benzenesulfonamide). Yield: 94.0%. RXN SMILES: [N+:1]([C:4]1[CH:5]=[C:6]2[C:10](=[CH:11][CH:12]=1)[NH:9][C:8](=[O:13])[C:7]2=O)([O-:3])=[O:2].[CH:15]1[C:20]([NH:21][NH2:22])=[CH:19][CH:18]=[C:17]([S:23]([NH2:26])(=[O:25])=[O:24])[CH:16]=1.Cl>>[N+:1]([C:4]1[CH:5]=[C:6]2[C:10](=[CH:11][CH:12]=1)[NH:9][C:8](=[O:13])[C:7]2=[N:22][NH:21][C:20]1[CH:19]=[CH:18][C:17]([S:23]([NH2:26])(=[O:24])=[O:25])=[CH:16][CH:15]=1)([O-:3])=[O:2] |f:1.2|. Reported procedure: The title compound was prepared from 5-nitro-1H-indole-2,3-dione (Gassman, et al., Journal of Organic Chemistry 1977, 42, 1344-8) and 4-sulfonamidophenylhydrazine hydrochloride according to Procedure G in 94% yield: 1H NMR (DMSO-d6): δ7.14 (d, J=8.6 Hz, 1H), 7.33 (s, 2H), 7.75 (d, J=8.8 Hz, 2H), 7.84 (d, J=8.8 Hz, 2H), 8.23 (dd, J=2.2, 8.6 Hz,1H), 8.42 (d, J=2.2 Hz, 1H), 11.76 (s, 1H), 12.78 (s, 1H). Anal. Calcd for C14H11N5O5S: C, 46.54, H, 3.07; N, 19.38. Found C, 46.76, H, 3.13; N, 19.23. Starting materials: ClC1=C(C=C(C=C1)Cl)B(O)O (2,5-dichlorophenyl-dihydroxyborane), COC(=O)C=1C=C(C=C(C(=O)O)C1)I (5-methoxycarbonyl-3-iodobenzoic acid), C([O-])([O-])=O.[K+].[K+] (potassium carbonate). Reagents/catalysts: C(C)(=O)[O-].[Pd+2].C(C)(=O)[O-] (palladium(II) acetate). The solvent is O (water). Conditions: temperature 40 celsius, time 4 hour. Yields the product COC(=O)C=1C=C(C(=O)O)C=C(C1)C1=C(C=CC(=C1)Cl)Cl (3-methoxycarbonyl-5-(2,5-dichlorophenyl)benzoic acid). Isolated yield 50.5%. As a reaction SMILES: [Cl:1][C:2]1[CH:7]=[CH:6][C:5]([Cl:8])=[CH:4][C:3]=1B(O)O.[CH3:12][O:13][C:14]([C:16]1[CH:17]=[C:18](I)[CH:19]=[C:20]([CH:24]=1)[C:21]([OH:23])=[O:22])=[O:15].C(=O)([O-])[O-].[K+].[K+]>O.C([O-])(=O)C.[Pd+2].C([O-])(=O)C>[CH3:12][O:13][C:14]([C:16]1[CH:24]=[C:20]([CH:19]=[C:18]([C:3]2[CH:4]=[C:5]([Cl:8])[CH:6]=[CH:7][C:2]=2[Cl:1])[CH:17]=1)[C:21]([OH:23])=[O:22])=[O:15] |f:2.3.4,6.7.8|. Procedure: The mixture of 2,5-dichlorophenyl-dihydroxyborane (9.35 g), 5-methoxycarbonyl-3-iodobenzoic acid (10 g), potassium carbonate (14.0 g) and palladium(II) acetate (0.073 g) in water (200 ml) was stirred at 40° C. for four hours. Undissolved material was filtered, washed with water (100 ml), suspended in water (150 ml) and adjusted to pH 2.0 with 6N hydrochloric acid. The mixture was extracted two times with a mixture of ethyl acetate (120 ml) and tetrahydrofuran (60 ml), washed with brine, dried ov... Starting materials: C[O-], CO, CSc1nc(NCCc2c(F)cccc2Cl)cc(-c2ccc(=O)[nH]c2)n1, O=C(OO)c1cccc(Cl)c1, ClCCl, [Na+]. Product: COc1nc(NCCc2c(F)cccc2Cl)cc(-c2ccc(=O)[nH]c2)n1. RXN SMILES: [CH3:38][O-:39].[CH3:41][OH:42].[Cl:1][c:2]1[c:3]([CH2:9][CH2:10][NH:11][c:12]2[cH:13][c:14](-[c:20]3[cH:21][cH:22][c:23](=[O:26])[nH:24][cH:25]3)[n:15][c:16]([S:18][CH3:19])[n:17]2)[c:4]([F:8])[cH:5][cH:6][cH:7]1.[Cl:27][c:28]1[cH:29][c:30]([C:31](=[O:32])[O:36][OH:37])[cH:33][cH:34][cH:35]1.[Cl:43][CH2:44][Cl:45].[Na+:40]>>[Cl:1][c:2]1[c:3]([CH2:9][CH2:10][NH:11][c:12]2[cH:13][c:14](-[c:20]3[cH:21][cH:22][c:23](=[O:26])[nH:24][cH:25]3)[n:15][c:16]([O:32][CH3:31])[n:17]2)[c:4]([F:8])[cH:5][cH:6][cH:7]1. The reactants are C(C)(=S)O (thioacetic acid), C(=C)C1=CC=C(C=O)C=C1 (4-vinylbenzaldehyde). Run in CN(C)C=O (DMF). Product: Aldehyde, C(=C)C1=C(C=O)C=CC=C1 (Vinyl benzaldehyde), C(=C)C1=CC=C(C=O)C=C1 (4-vinylbenzaldehyde). As a reaction SMILES: [C:1]([OH:4])(=S)[CH3:2].[CH:5]([C:7]1[CH:14]=[CH:13][C:10]([CH:11]=[O:12])=[CH:9][CH:8]=1)=[CH2:6]>CN(C=O)C>[CH:10]([C:9]1[CH:8]=[CH:7][CH:5]=[CH:6][C:2]=1[CH:1]=[O:4])=[CH2:11].[CH:5]([C:7]1[CH:14]=[CH:13][C:10]([CH:11]=[O:12])=[CH:9][CH:8]=1)=[CH2:6]. Procedure: Aldehyde 11 was synthesized by radical addition (Lub et al. (1997) Liebigs Ann. Recueil, 2281–2288) of thioacetic acid to 4-vinylbenzaldehyde. Vinyl benzaldehyde was synthesized by the procedure of Ren et al. (1993) Bull. Chem. Soc. Jpn. 66: 1897–1902 with the following changes: The addition of DMF was performed at a 38 mmol scale at 0° C. Purification by column chromatography (silica, Et2O/hexanes, 1:3) afforded 4-vinylbenzaldehyde in 60% yield (FIG. 37). Starting materials: FCCBr, O=C([O-])[O-], CC(C)(C)OC(=O)N1CCNCC1, C1COCCO1, [I-], [K+], [K+], [Na+]. Yields the product CC(C)(C)OC(=O)N1CCN(CCF)CC1. As a reaction SMILES: [Br:28][CH2:29][CH2:30][F:31].[C:14](=[O:15])([O-:16])[O-:17].[C:1]([CH3:2])([CH3:3])([CH3:4])[O:5][C:6](=[O:7])[N:8]1[CH2:9][CH2:10][NH:11][CH2:12][CH2:13]1.[CH2:22]1[O:23][CH2:24][CH2:25][O:26][CH2:27]1.[I-:21].[K+:18].[K+:19].[Na+:20]>>[C:1]([CH3:2])([CH3:3])([CH3:4])[O:5][C:6](=[O:7])[N:8]1[CH2:9][CH2:10][N:11]([CH2:29][CH2:30][F:31])[CH2:12][CH2:13]1. Reactants: CC(Br)C(=O)c1ccc2c(c1)CN(C)C(=O)N2, CC(=O)[O-], CC(=O)O, [K+], O. Product: CC(=O)OC(C)C(=O)c1ccc2c(c1)CN(C)C(=O)N2. Reaction SMILES: [Br:1][CH:2]([C:3](=[O:4])[c:5]1[cH:6][c:7]2[c:12]([cH:13][cH:14]1)[NH:11][C:10](=[O:15])[N:9]([CH3:16])[CH2:8]2)[CH3:17].[CH3:19][C:20]([O-:21])=[O:22].[CH3:23][C:24](=[O:25])[OH:26].[K+:18].[OH2:27]>>[CH:2]([C:3](=[O:4])[c:5]1[cH:6][c:7]2[c:12]([cH:13][cH:14]1)[NH:11][C:10](=[O:15])[N:9]([CH3:16])[CH2:8]2)([CH3:17])[O:22][C:20]([CH3:19])=[O:21].